This data is from the Open Reaction Database (ORD), a public repository of structured organic reaction records. The task is: describe an organic reaction: reactants, conditions, products, and yield Starting materials: C1CCOC1, CC(CN(C)C)Nc1ccc(N)cc1, Cc1cc(C(=O)Nc2cccc(C(=O)c3ccc4c(c3)NC(=O)C4=CO)c2)n(C)n1. Yields the product Cc1cc(C(=O)Nc2cccc(C(=O)c3ccc4c(c3)NC(=O)C4=CNc3ccc(NC(C)CN(C)C)cc3)c2)n(C)n1. As a reaction SMILES: [CH2:45]1[O:46][CH2:47][CH2:48][CH2:49]1.[CH3:31][N:32]([CH2:33][CH:34]([CH3:35])[NH:36][c:37]1[cH:38][cH:39][c:40]([NH2:43])[cH:41][cH:42]1)[CH3:44].[OH:1][CH:2]=[C:3]1[C:4](=[O:30])[NH:5][c:6]2[cH:7][c:8]([C:12](=[O:13])[c:14]3[cH:15][c:16]([NH:20][C:21](=[O:22])[c:23]4[n:24]([CH3:29])[n:25][c:26]([CH3:28])[cH:27]4)[cH:17][cH:18][cH:19]3)[cH:9][cH:10][c:11]21>>[CH:2](=[C:3]1[C:4](=[O:30])[NH:5][c:6]2[cH:7][c:8]([C:12](=[O:13])[c:14]3[cH:15][c:16]([NH:20][C:21](=[O:22])[c:23]4[n:24]([CH3:29])[n:25][c:26]([CH3:28])[cH:27]4)[cH:17][cH:18][cH:19]3)[cH:9][cH:10][c:11]21)[NH:43][c:40]1[cH:39][cH:38][c:37]([NH:36][CH:34]([CH2:33][N:32]([CH3:31])[CH3:44])[CH3:35])[cH:42][cH:41]1. The reactants are C(C1=CC=CC=C1)(=O)[C@H]1C(N(C(C1)CC1=CC=C(C=C1)C1=CC=CC=C1)\C=C\C1=CC=CC=C1)=O ((S)-3-Benzoyl-5-biphenyl-4-ylmethyl-1-((E)-styryl)-pyrrolidin-2-one), C=O (paraformaldehyde), CC(C)([O-])C.[K+] (potassium-tert-butoxide), COCCOC (DME). Run in [Cl-].[NH4+] (ammonium chloride). Run at temperature 20 celsius, time 2 hour. Yields the product C(C)(C)(C)OC(=O)N1C(C(C[C@H]1CC1=CC=C(C=C1)C1=CC=CC=C1)=C)=O ((R)-5-Biphenyl-4-ylmethyl-3-methylene-2-oxo-pyrrolidine-1-carboxylic acid tert-butylester). As a reaction SMILES: C([C@@H]1[CH2:13][CH:12]([CH2:14][C:15]2[CH:20]=[CH:19][C:18]([C:21]3[CH:26]=[CH:25][CH:24]=[CH:23][CH:22]=3)=[CH:17][CH:16]=2)[N:11](/C=C/C2C=CC=CC=2)[C:10]1=[O:35])(=O)C1C=CC=CC=1.[CH2:36]=O.[CH3:38][C:39]([CH3:42])([O-:41])[CH3:40].[K+].CO[CH2:46][CH2:47][O:48]C>[Cl-].[NH4+]>[C:39]([O:41][C:10]([N:11]1[C@H:12]([CH2:14][C:15]2[CH:20]=[CH:19][C:18]([C:21]3[CH:26]=[CH:25][CH:24]=[CH:23][CH:22]=3)=[CH:17][CH:16]=2)[CH2:13][C:46](=[CH2:36])[C:47]1=[O:48])=[O:35])([CH3:42])([CH3:40])[CH3:38] |f:2.3,5.6|. Reported procedure: The mixture of (R/S)-3-Benzoyl-(S)-5-biphenyl-4-ylmethyl-2-oxo-pyrrolidine-1-carboxylic acid tert-butyl ester (4a, R1=t-butoxycarbonyl, R4=phenyl) (0.45 5 g, 1 mmol), paraformaldehyde (60 mg, 2 mmol) and potassium-tert-butoxide (0.148 g, 1.3 mmol) in 5 mL dry DME is stirred for 2 hours at 20° C. Then the reaction mixture is diluted with 5 mL saturated aqueous ammonium chloride solution and stirred for 15 min, stop stirring, and remove the lower aqueous layer. the organic phase is then concentrat...